This data is from the Open Reaction Database (ORD), a public repository of structured organic reaction records. The task is: describe an organic reaction: reactants, conditions, products, and yield Reaction SMILES: [C:7]12([OH:17])[CH2:8][CH:9]3[CH2:10][CH:11]([CH2:12][CH:13]([CH2:14]1)[CH2:15]3)[CH2:16]2.[CH3:18][C:19](=[O:20])[O:21][CH:22]=[CH2:23].[CH3:37][c:38]1[cH:39][cH:40][cH:41][cH:42][cH:43]1.[CH:24]([O:25][C:26]12[CH2:27][CH:28]3[CH2:29][CH:30]([CH2:31][CH:32]([CH2:33]3)[CH2:34]1)[CH2:35]2)=[CH2:36].[Na+:1].[Na+:2].[O-:3][C:4](=[O:5])[O-:6]>>[C:7]12([O:17][CH:22]([O:21][C:19]([CH3:18])=[O:20])[CH3:23])[CH2:8][CH:9]3[CH2:10][CH:11]([CH2:12][CH:13]([CH2:14]1)[CH2:15]3)[CH2:16]2. Reactants: OC12CC3CC(CC(C3)C1)C2, C=COC(C)=O, Cc1ccccc1, C=COC12CC3CC(CC(C3)C1)C2, [Na+], [Na+], O=C([O-])[O-]. The product is CC(=O)OC(C)OC12CC3CC(CC(C3)C1)C2. Starting materials: Cl.FC=1C=C(CN2N=CC(=C2)C2=CN(C3=NC=C(C=C32)C3=CC(=CC=C3)CC3CCNCC3)S(=O)(=O)C3=CC=C(C)C=C3)C=CC1 (3-(1-(3-fluorobenzyl)-1H-pyrazol-4-yl)-5-(3-(piperidin-4-ylmethyl)phenyl)-1-tosyl-1H-pyrrolo[2,3-b]pyridine hydrochloride), ClCC(=O)N (2-chloroacetamide), C([O-])(O)=O.[Na+] (sodium bicarbonate). Run in CC(=O)C.C(C)O (acetone ethanol). The product is FC=1C=C(CN2N=CC(=C2)C2=CN(C3=NC=C(C=C32)C=3C=C(CC2CCN(CC2)CC(=O)N)C=CC3)S(=O)(=O)C3=CC=C(C)C=C3)C=CC1 (2-(4-(3-(3-(1-(3-fluorobenzyl)-1H-pyrazol-4-yl)-1-tosyl-1H-pyrrolo[2,3-b]pyridin-5-yl)benzyl)piperidin-1-yl)acetamide). Isolated yield 38.9%. RXN SMILES: Cl.[F:2][C:3]1[CH:4]=[C:5]([CH:44]=[CH:45][CH:46]=1)[CH2:6][N:7]1[CH:11]=[C:10]([C:12]2[C:20]3[C:15](=[N:16][CH:17]=[C:18]([C:21]4[CH:26]=[CH:25][CH:24]=[C:23]([CH2:27][CH:28]5[CH2:33][CH2:32][NH:31][CH2:30][CH2:29]5)[CH:22]=4)[CH:19]=3)[N:14]([S:34]([C:37]3[CH:43]=[CH:42][C:40]([CH3:41])=[CH:39][CH:38]=3)(=[O:36])=[O:35])[CH:13]=2)[CH:9]=[N:8]1.Cl[CH2:48][C:49]([NH2:51])=[O:50].C(=O)(O)[O-].[Na+]>CC(C)=O.C(O)C>[F:2][C:3]1[CH:4]=[C:5]([CH:44]=[CH:45][CH:46]=1)[CH2:6][N:7]1[CH:11]=[C:10]([C:12]2[C:20]3[C:15](=[N:16][CH:17]=[C:18]([C:21]4[CH:22]=[C:23]([CH:24]=[CH:25][CH:26]=4)[CH2:27][CH:28]4[CH2:29][CH2:30][N:31]([CH2:48][C:49]([NH2:51])=[O:50])[CH2:32][CH2:33]4)[CH:19]=3)[N:14]([S:34]([C:37]3[CH:38]=[CH:39][C:40]([CH3:41])=[CH:42][CH:43]=3)(=[O:35])=[O:36])[CH:13]=2)[CH:9]=[N:8]1 |f:0.1,3.4,5.6|. Procedure details: Using the same reaction conditions as described in step-i of example-82A 3-(1-(3-fluorobenzyl)-1H-pyrazol-4-yl)-5-(3-(piperidin-4-ylmethyl)phenyl)-1-tosyl-1H-pyrrolo[2,3-b]pyridine hydrochloride (75 mg, 0.114 mmol) was alkylated using 2-chloroacetamide (16 mg, 0.171 mmol) and sodium bicarbonate (29 mg, 0.342 mmol) in acetone/ethanol (5/5 mL) to get 30 mg (38.96% yield) of the titled compound. MS: m/z=676.8 (M+1). Reaction SMILES: [CH3:12][I:13].[CH3:14][S:15]([CH3:16])=[O:17].[H-:10].[Na+:11].[n:1]1[c:2]([CH:7]([CH3:8])[OH:9])[cH:3][cH:4][cH:5][cH:6]1>>[n:1]1[c:2]([CH:7]([CH3:8])[O:9][CH3:12])[cH:3][cH:4][cH:5][cH:6]1. Product: COC(C)c1ccccn1. Starting materials: CI, CS(C)=O, [H-], [Na+], CC(O)c1ccccn1. Reactants: ClC=1C=C2C(=C(N(C2=CC1)S(=O)(=O)C1=CC=CC=C1)C(=O)OCC)S(=O)(=O)Cl (ethyl 5-chloro-3-(chlorosulfonyl)-1-(phenylsulfonyl)-1H-indole-2-carboxylate), N1CCC1 (azetidine), BrC=1C=C2C(=C(N(C2=CC1)S(=O)(=O)C1=CC=CC=C1)C(=O)OCC)S(=O)(=O)Cl (ethyl 5-bromo-3-(chlorosulfonyl)-1-(phenylsulfonyl)-1H-indole-2-carboxylate), N1CCOCC1 (morpholine). The product is N1(CCC1)S(=O)(=O)C1=C(NC2=CC=C(C=C12)Br)C(=O)N (3-(Azetidin-1-ylsulfonyl)-5-bromo-1H-indole-2-carboxamide). Reaction SMILES: ClC1C=C2[C:8](=[CH:9][CH:10]=1)[N:7](S(C1C=CC=CC=1)(=O)=O)C(C(OCC)=O)=C2S(Cl)(=O)=O.[Br:29][C:30]1[CH:31]=[C:32]2[C:36](=[CH:37][CH:38]=1)[N:35](S(C1C=CC=CC=1)(=O)=O)[C:34]([C:48]([O:50]CC)=O)=[C:33]2[S:53](Cl)(=[O:55])=[O:54].[NH:57]1CCOCC1.N1CCC1>>[N:7]1([S:53]([C:33]2[C:32]3[C:36](=[CH:37][CH:38]=[C:30]([Br:29])[CH:31]=3)[NH:35][C:34]=2[C:48]([NH2:57])=[O:50])(=[O:54])=[O:55])[CH2:8][CH2:9][CH2:10]1. Reported procedure: Following the procedures described in Steps D and E of Example 1, replacing in Step D ethyl 5-chloro-3-(chlorosulfonyl)-1-(phenylsulfonyl)-1H-indole-2-carboxylate with ethyl 5-bromo-3-(chlorosulfonyl)-1-(phenylsulfonyl)-1H-indole-2-carboxylate, and morpholine with azetidine, the title compound was obtained. HRMS (ES) exact mass calculated for C12H13BrN3O3S (M+H+): 357.9856. Found 357.9859. Starting materials: CNC1CCc2[nH]c3ccccc3c2C1, CNC1CCC(O)CC1, CNC1CCC(=O)CC1, CCOC(C)=O, O=C(Cl)OCc1ccccc1, [Na+], O=C([O-])O. The product is CN(C(=O)OCc1ccccc1)C1CCC(O)CC1. As a reaction SMILES: [CH3:10][NH:11][CH:12]1[CH2:13][c:14]2[c:15]3[c:16]([cH:17][cH:18][cH:19][cH:20]3)[nH:21][c:22]2[CH2:23][CH2:24]1.[CH3:1][NH:2][CH:3]1[CH2:4][CH2:5][CH:6]([OH:9])[CH2:7][CH2:8]1.[CH3:25][NH:26][CH:27]1[CH2:28][CH2:29][C:30](=[O:31])[CH2:32][CH2:33]1.[CH3:50][CH2:51][O:52][C:53]([CH3:54])=[O:55].[Cl:39][C:40](=[O:41])[O:42][CH2:43][c:44]1[cH:45][cH:46][cH:47][cH:48][cH:49]1.[Na+:38].[O-:34][C:35]([OH:36])=[O:37]>>[CH3:1][N:2]([CH:3]1[CH2:4][CH2:5][CH:6]([OH:9])[CH2:7][CH2:8]1)[C:40](=[O:41])[O:42][CH2:43][c:44]1[cH:45][cH:46][cH:47][cH:48][cH:49]1. The solvent is C(C)O (ethanol). Procedure: Paladium/carbon(Pd/C, 5%, 0.5 g) was added to a solution of 4-fluoro-2-methoxynitrobenzene (1.65 g, 9.6 mmol) in ethanol, which was then stirred for 1 hour under 30 psi of hydrogen pressure. The reaction mixture was filtered to remove paladium/carbon, and concentrated to give 1.35 g of the titled compound. (Yield 100%) RXN SMILES: [F:1][C:2]1[CH:7]=[CH:6][C:5]([N+:8]([O-])=O)=[C:4]([O:11][CH3:12])[CH:3]=1.[H][H]>C(O)C>[F:1][C:2]1[CH:7]=[CH:6][C:5]([NH2:8])=[C:4]([O:11][CH3:12])[CH:3]=1. Reactants: FC1=CC(=C(C=C1)[N+](=O)[O-])OC (4-fluoro-2-methoxynitrobenzene), [H][H] (hydrogen). Yield: 99.6%. Product: FC1=CC(=C(N)C=C1)OC (4-fluoro-2-methoxy-aniline).